This data is from the Open Reaction Database (ORD), a public repository of structured organic reaction records. The task is: describe an organic reaction: reactants, conditions, products, and yield Starting materials: CCOC(=O)CCCBr, CN(C)C=O, Nc1ccc(C(=O)O)cc1, O. Yields the product O=C(O)c1ccc(N2CCCC2=O)cc1. As a reaction SMILES: [Br:11][CH2:12][CH2:13][CH2:14][C:15](=[O:16])[O:17][CH2:18][CH3:19].[CH3:20][N:21]([CH3:22])[CH:23]=[O:24].[NH2:1][c:2]1[cH:3][cH:4][c:5]([C:8]([OH:9])=[O:10])[cH:6][cH:7]1.[OH2:25]>>[N:1]1([c:2]2[cH:3][cH:4][c:5]([C:8]([OH:9])=[O:10])[cH:6][cH:7]2)[CH2:12][CH2:13][CH2:14][C:15]1=[O:16]. The reactants are CC(C)(C)N(C(=O)[O-])C1CCC(Oc2ccccc2)CC1, CCOC(C)=O, CCCCCC, CCOC(C)=O, Cl. Product: Cl, NC1CCC(Oc2ccccc2)CC1. Reaction SMILES: [C:1]([N:5]([C:2](=[O:3])[O-:4])[CH:9]1[CH2:10][CH2:11][CH:12]([O:15][c:16]2[cH:17][cH:18][cH:19][cH:20][cH:21]2)[CH2:13][CH2:14]1)([CH3:6])([CH3:7])[CH3:8].[C:22]([O:23][CH2:24][CH3:25])(=[O:26])[CH3:27].[CH3:29][CH2:30][CH2:31][CH2:32][CH2:33][CH3:34].[CH3:35][CH2:36][O:37][C:38](=[O:39])[CH3:40].[ClH:28]>>[ClH:28].[NH2:5][CH:9]1[CH2:10][CH2:11][CH:12]([O:15][c:16]2[cH:17][cH:18][cH:19][cH:20][cH:21]2)[CH2:13][CH2:14]1. RXN SMILES: [CH2:1]([CH3:2])[N:3]([C:4](=[O:5])[NH:6][CH3:7])[CH2:8][CH3:9].[Cl-:19].[Cl:20][CH2:21][Cl:22].[c:10]1([N:16]=[C:17]=[O:18])[cH:11][cH:12][cH:13][cH:14][cH:15]1>>[CH2:1]([CH3:2])[N:3]([C:4](=[O:5])[N:6]([CH3:7])[C:17]([NH:16][c:10]1[cH:11][cH:12][cH:13][cH:14][cH:15]1)=[O:18])[CH2:8][CH3:9]. Reactants: CCN(CC)C(=O)NC, [Cl-], ClCCl, O=C=Nc1ccccc1. Product: CCN(CC)C(=O)N(C)C(=O)Nc1ccccc1. Procedure: 20 g of 2-propoxy-4,6-dihydrazino-s-triazine (melting point 130° C) are dissolved in 200 ml of dimethylacetamide and treated with 32 g of salicyloyl chloride at 10° - 20°, over the course of 30 minutes, whilst stirring and cooling externally. The reaction is exothermic. The homogeneous reaction mixture is stirred for a further 30 minutes at 20° C and is subsequently clarified by filtration and slowly treated with 500 ml of water whilst stirring, whereupon the reaction product precipitates as a w... Yields the product C(CC)ONNC1=NC(=NC(=N1)C(C=1C(O)=CC=CC1)=O)C(C=1C(O)=CC=CC1)=O (2-propoxy-4,6-disalicyloylhydrazino-s-triazine). Run in CC(=O)N(C)C (dimethylacetamide). Starting materials: C(CC)OC1=NC(=NC(=N1)NN)NN (2-propoxy-4,6-dihydrazino-s-triazine), C(C=1C(O)=CC=CC1)(=O)Cl (salicyloyl chloride). Reaction SMILES: C(O[C:5]1[N:10]=[C:9](NN)[N:8]=[C:7]([NH:13][NH2:14])[N:6]=1)CC.[C:15](Cl)(=[O:23])[C:16]1[C:17](=[CH:19][CH:20]=[CH:21][CH:22]=1)[OH:18]>CC(N(C)C)=O>[CH2:17]([O:18][NH:14][NH:13][C:7]1[N:6]=[C:5]([C:15](=[O:23])[C:16]2[C:17](=[CH:19][CH:20]=[CH:21][CH:22]=2)[OH:18])[N:10]=[C:9]([C:15](=[O:23])[C:16]2[C:17](=[CH:19][CH:20]=[CH:21][CH:22]=2)[OH:18])[N:8]=1)[CH2:16][CH3:15]. The reactants are CCOC(C)=O, ClCCl, O=C(c1ccc(F)c(F)c1Nc1ccc(I)cc1F)N1CC(O)C1. The product is O=C1CN(C(=O)c2ccc(F)c(F)c2Nc2ccc(I)cc2F)C1. RXN SMILES: [CH3:25][CH2:26][O:27][C:28](=[O:29])[CH3:30].[Cl:31][CH2:32][Cl:33].[F:1][c:2]1[c:3]([NH:16][c:17]2[c:18]([F:24])[cH:19][c:20]([I:23])[cH:21][cH:22]2)[c:4]([C:9](=[O:10])[N:11]2[CH2:12][CH:13]([OH:15])[CH2:14]2)[cH:5][cH:6][c:7]1[F:8]>>[F:1][c:2]1[c:3]([NH:16][c:17]2[c:18]([F:24])[cH:19][c:20]([I:23])[cH:21][cH:22]2)[c:4]([C:9](=[O:10])[N:11]2[CH2:12][C:13](=[O:15])[CH2:14]2)[cH:5][cH:6][c:7]1[F:8]. Reactants: C1=CC=CC=C1C(=O)OO (perbenzoic acid), O(C1=CC=CC=C1)C=CCC1=CC=CC=C1 (p-phenoxyallylbenzene), C(C1=CC=CC=C1)(=O)OOC(C1=CC=CC=C1)=O (benzoylperoxide). Run in C(Cl)(Cl)Cl (chloroform). Conditions: time 5 day. Product: O(C1=CC=CC=C1)C=CCC1=CC2C(C=C1)O2 (p-phenoxyallylbenzene oxide). Isolated yield 40.0%. RXN SMILES: [O:1]([CH:8]=[CH:9][CH2:10][C:11]1[CH:16]=[CH:15][CH:14]=[CH:13][CH:12]=1)[C:2]1[CH:7]=[CH:6][CH:5]=[CH:4][CH:3]=1.C1C(C(OO)=[O:24])=CC=CC=1.C(OOC(=O)C1C=CC=CC=1)(=O)C1C=CC=CC=1>C(Cl)(Cl)Cl>[O:1]([CH:8]=[CH:9][CH2:10][C:11]1[CH:12]=[CH:13][CH:14]2[O:24][CH:15]2[CH:16]=1)[C:2]1[CH:7]=[CH:6][CH:5]=[CH:4][CH:3]=1. Reported procedure: To 6.3 g of p-phenoxyallylbenzene was added 45 ml of chloroform solution containing perbenzoic acid prepared from 11 g of benzoylperoxide, and the resulting mixture was allowed to stand at about 5° C for 5 days. The thus obtained solution was washed with 10% sodium hydroxide solution, Mohr's salt solution, then water, and dried over anhydrous sodium sulfate. The solvent was evaporated to obtain the residue. This was chromatographed over a silica gel, and eluted with chloroform, and there was obt...